Dataset: the Open Reaction Database (ORD), a public repository of structured organic reaction records. Task: describe an organic reaction: reactants, conditions, products, and yield Reactants: C(C(N)=O)Oc1cccc(C=O)c1, CC1=CN=C(C=C1)N, [C-]#[N+]C1CCCCC1. The reagents and catalysts are O=C(O)C(F)(F)F (trifluoroacetic acid). The solvent is CC(C)O (isopropyl alcohol), CC(C)O (isopropylalcohol). Conditions: temperature 22 celsius, time 20 hour. Product: Cc1ccc2nc(c3cccc(c3)OCC(N)=O)c(NC3CCCCC3)n2c1. Yield: 1.1%. As a reaction SMILES: CC1=CC=C(N)N=C1.[C-]#[N+]C1CCCCC1.NC(=O)COC1=CC(C=O)=CC=C1>>CC1=CN2C(C=C1)=NC(=C2NC1CCCCC1)C1=CC=CC(OCC(N)=O)=C1. Starting materials: CCN(C(C)C)C(C)C, ClCCCl, NC1CCC(c2ccccc2)CN(CC2CC2)C1=O, O=C(Cl)N1CCC(N2Cc3ccccc3NC2=O)CC1. The product is O=C(NC1CCC(c2ccccc2)CN(CC2CC2)C1=O)N1CCC(N2Cc3ccccc3NC2=O)CC1. RXN SMILES: [CH:1]([N:2]([CH:3]([CH3:4])[CH3:5])[CH2:6][CH3:7])([CH3:8])[CH3:9].[Cl:49][CH2:50][CH2:51][Cl:52].[NH2:10][CH:11]1[C:12](=[O:28])[N:13]([CH2:24][CH:25]2[CH2:26][CH2:27]2)[CH2:14][CH:15]([c:18]2[cH:19][cH:20][cH:21][cH:22][cH:23]2)[CH2:16][CH2:17]1.[O:29]=[C:30]1[NH:31][c:32]2[cH:33][cH:34][cH:35][cH:36][c:37]2[CH2:38][N:39]1[CH:40]1[CH2:41][CH2:42][N:43]([C:46](=[O:47])[Cl:48])[CH2:44][CH2:45]1>>[NH:10]([CH:11]1[C:12](=[O:28])[N:13]([CH2:24][CH:25]2[CH2:26][CH2:27]2)[CH2:14][CH:15]([c:18]2[cH:19][cH:20][cH:21][cH:22][cH:23]2)[CH2:16][CH2:17]1)[C:46]([N:43]1[CH2:42][CH2:41][CH:40]([N:39]2[C:30](=[O:29])[NH:31][c:32]3[cH:33][cH:34][cH:35][cH:36][c:37]3[CH2:38]2)[CH2:45][CH2:44]1)=[O:47]. Starting materials: OC1=C(C=2CCCC(C2C=C1)=O)CS(=O)(=O)C=1C=C(C(=O)OC)C=CC1 (methyl 3-(2-hydroxy-5-oxo-5,6,7,8-tetrahydro-1-naphthalenyl)methylsulfonylbenzoate), N1(C=NC=C1)C[C@H](O)C1=CC=CC=C1 ((R)-2-imidazol-1-yl-1-phenylethanol), C1=CC=C(C=C1)P(C2=CC=CC=C2)C3=CC=CC=C3 (Ph3P), N(=NC(=O)OCC)C(=O)OCC (diethyl azodicarboxylate). The product is N1(C=NC=C1)C[C@H](C1=CC=CC=C1)OC1=C(C=2CCCC(C2C=C1)=O)CS(=O)(=O)C=1C=C(C(=O)OC)C=CC1 (Methyl 3-{[(2-{[(1S)-2-(1H-imidazol-1-yl)-1-phenylethyl]oxy}-5-oxo-5,6,7,8-tetrahydro-1-naphthalenyl)methyl]sulfonyl}benzoate). Yield: 96.0%. As a reaction SMILES: [OH:1][C:2]1[CH:11]=[CH:10][C:9]2[C:8](=[O:12])[CH2:7][CH2:6][CH2:5][C:4]=2[C:3]=1[CH2:13][S:14]([C:17]1[CH:18]=[C:19]([CH:24]=[CH:25][CH:26]=1)[C:20]([O:22][CH3:23])=[O:21])(=[O:16])=[O:15].[N:27]1([CH2:32][C@@H:33]([C:35]2[CH:40]=[CH:39][CH:38]=[CH:37][CH:36]=2)O)[CH:31]=[CH:30][N:29]=[CH:28]1.C1C=CC(P(C2C=CC=CC=2)C2C=CC=CC=2)=CC=1.N(C(OCC)=O)=NC(OCC)=O>>[N:27]1([CH2:32][C@@H:33]([O:1][C:2]2[CH:11]=[CH:10][C:9]3[C:8](=[O:12])[CH2:7][CH2:6][CH2:5][C:4]=3[C:3]=2[CH2:13][S:14]([C:17]2[CH:18]=[C:19]([CH:24]=[CH:25][CH:26]=2)[C:20]([O:22][CH3:23])=[O:21])(=[O:16])=[O:15])[C:35]2[CH:40]=[CH:39][CH:38]=[CH:37][CH:36]=2)[CH:31]=[CH:30][N:29]=[CH:28]1. Procedure: Using the method in Example 154, this compound was prepared from methyl 3-(2-hydroxy-5-oxo-5,6,7,8-tetrahydro-1-naphthalenyl)methylsulfonylbenzoate (1.98 g, 5.3 mmol), (R)-2-imidazol-1-yl-1-phenylethanol (1.00 g, 5.3 mmol), Ph3P (2.10 g, 8.0 mmol), and diethyl azodicarboxylate (1.39 g, 8.0 mmol) as a solid-foam, 2.80 g, 96% yield; mp 85° C. NMR spectrum was consistent with structure. Calcd. For C30H28N2O6S.0.5H2O: Reactants: ClC1=CC=C(C=C1)S(=O)(=O)N([C@@H](CCN1C(CCCC1)CS(=O)(=O)C)C)C1=C(C=CC(=C1)Cl)Cl (4-chloro-N-(2,5-dichlorophenyl)-N-(3-(2-((methylsulfonyl)methyl)-1-piperidinyl)-1(R)-methylpropyl)benzenesulfonamide), ClC1=CC=C(C=C1)S(=O)(=O)N([C@@H](CCCBr)C)C1=C(C=CC(=C1)Cl)Cl (4-chloro-N-[2,5-dichlorophenyl]-N-[(R)-1-methyl-4-bromobutyl]benzenesulfonamide), CS(=O)(=O)CC1NCCCC1 (2-(methylsulfonylmethyl)piperidine). The solvent is C(Cl)Cl (CH2Cl2). The product is CS(=O)(=O)CC1N(CCCC1)[C@@](CCC)(C)C1=CC=C(C=C1)S(=O)(=O)N (4-[[2-(methylsulfonyl)methyl-1-piperidinyl]-1(R)-methylbutyl]benzenesulfonamide). The yield is 28.0%. RXN SMILES: ClC1C=CC(S(N(C2C=C(Cl)C=CC=2Cl)[C@H:12]([CH3:26])[CH2:13][CH2:14][N:15]2[CH2:20][CH2:19][CH2:18][CH2:17][CH:16]2[CH2:21][S:22]([CH3:25])(=[O:24])=[O:23])(=O)=O)=CC=1.Cl[C:36]1[CH:41]=[CH:40][C:39]([S:42]([N:45](C2C=C(Cl)C=CC=2Cl)[C@H](C)CCCBr)(=[O:44])=[O:43])=[CH:38][CH:37]=1.[CH3:60]S(CC1CCCCN1)(=O)=O>C(Cl)Cl>[CH3:25][S:22]([CH2:21][CH:16]1[CH2:17][CH2:18][CH2:19][CH2:20][N:15]1[C@:14]([C:36]1[CH:37]=[CH:38][C:39]([S:42]([NH2:45])(=[O:43])=[O:44])=[CH:40][CH:41]=1)([CH3:60])[CH2:13][CH2:12][CH3:26])(=[O:23])=[O:24]. Procedure details: 4-chloro-N-(2,5-dichlorophenyl)-N-[4-[[2-(methylsulfonyl)methyl-1-piperidinyl]-1(R)-methylbutyl]benzenesulfonamide was prepared analogous to 4-chloro-N-(2,5-dichlorophenyl)-N-(3-(2-((methylsulfonyl)methyl)-1-piperidinyl)-1(R)-methylpropyl)benzenesulfonamide by reacting 4-chloro-N-[2,5-dichlorophenyl]-N-[(R)-1-methyl-4-bromobutyl]benzenesulfonamide with 2-(methylsulfonylmethyl)piperidine. Yield=28%; yellow foam: IR (neat, CH2Cl2) 1467, 1296, 1166, 1138, 1095, 622, cm−1; MS (ESI+), 581 (M+H)+. Starting materials: NC=1C=C(C=CC1)S(=O)(=O)NCCO (3-Amino-N-(2-hydroxyethyl)-benzene sulfonamide), ClC1=C(C(=CC(=C1)Cl)Cl)Br (1,3,5-trichloro-2-bromobenzene), C(=O)([O-])[O-].[K+].[K+] (K2CO3), CC1(C2=C(C(=CC=C2)P(C3=CC=CC=C3)C4=CC=CC=C4)OC5=C(C=CC=C51)P(C6=CC=CC=C6)C7=CC=CC=C7)C (XantPhos). Reagents/catalysts: C=1C=CC(=CC1)/C=C/C(=O)/C=C/C2=CC=CC=C2.C=1C=CC(=CC1)/C=C/C(=O)/C=C/C2=CC=CC=C2.C=1C=CC(=CC1)/C=C/C(=O)/C=C/C2=CC=CC=C2.[Pd].[Pd] (Pd2dba3). Run in C(C)#N (acetonitrile). Conditions: temperature 150 celsius, time 45 minute. Yields the product OCCNS(=O)(=O)C1=CC(=CC=C1)NC1=C(C=C(C=C1Cl)Cl)Cl (N-(2-Hydroxyethyl)-3-(2,4,6-trichlorophenylamino)-benzenesulfonamide). Yield: 26.2%. Reaction SMILES: [NH2:1][C:2]1[CH:3]=[C:4]([S:8]([NH:11][CH2:12][CH2:13][OH:14])(=[O:10])=[O:9])[CH:5]=[CH:6][CH:7]=1.[Cl:15][C:16]1[CH:21]=[C:20]([Cl:22])[CH:19]=[C:18]([Cl:23])[C:17]=1Br.C([O-])([O-])=O.[K+].[K+].CC1(C)C2C(=C(P(C3C=CC=CC=3)C3C=CC=CC=3)C=CC=2)OC2C(P(C3C=CC=CC=3)C3C=CC=CC=3)=CC=CC1=2>C(#N)C.C1C=CC(/C=C/C(/C=C/C2C=CC=CC=2)=O)=CC=1.C1C=CC(/C=C/C(/C=C/C2C=CC=CC=2)=O)=CC=1.C1C=CC(/C=C/C(/C=C/C2C=CC=CC=2)=O)=CC=1.[Pd].[Pd]>[OH:14][CH2:13][CH2:12][NH:11][S:8]([C:4]1[CH:5]=[CH:6][CH:7]=[C:2]([NH:1][C:17]2[C:16]([Cl:15])=[CH:21][C:20]([Cl:22])=[CH:19][C:18]=2[Cl:23])[CH:3]=1)(=[O:10])=[O:9] |f:2.3.4,7.8.9.10.11|. Reported procedure: To a stirred solution of 3-Amino-N-(2-hydroxyethyl)-benzene sulfonamide (200 mg, 0.93 mmol), 1,3,5-trichloro-2-bromobenzene (301 mg, 1.16 mmol), K2CO3 (319 mg, 2.31 mmol) and XantPhos (54 mg, 0.093 mmol) in acetonitrile (2 ml) under nitrogen in a microwave tube was added Pd2dba3 (43 mg, 0.047 mmol) in one portion and the tube sealed. The reaction was heated with stirring in a microwave at 150° C. for 45 minutes. The reaction was cooled before filtering through celite. The crude reaction mixture ... The reactants are CC(C)([O-])C.[K+] (Potassium tert-butoxide), C1(CCC1)OC1=C(C#N)C(=CC(=C1)OC)N=C(C)N1CCN(CCC1)C(=O)N1CCOCC1 (2-cyclobutyloxy-4-methoxy-6-{1-[4-(morpholinecarbonyl)-1,4-diazepan-1-yl]ethylidene-amino}benzonitrile). Solvent: COCCOC (1,2-dimethoxyethane). Run at temperature 90 celsius, time 1 hour. The product is N (ammonia), NC1=CC(=NC2=CC(=CC(=C12)OC1CCC1)OC)N1CCN(CCC1)C(=O)N1CCOCC1 (4-Amino-5-cyclobutyloxy-7-methoxy-2-[4-(4-morpholinecarbonyl)-1,4-diazepan-1-yl]quinoline). Yield: 112.5%. RXN SMILES: CC(C)([O-])C.[K+].[CH:7]1([O:11][C:12]2[CH:19]=[C:18]([O:20][CH3:21])[CH:17]=[C:16]([N:22]=[C:23]([N:25]3[CH2:31][CH2:30][CH2:29][N:28]([C:32]([N:34]4[CH2:39][CH2:38][O:37][CH2:36][CH2:35]4)=[O:33])[CH2:27][CH2:26]3)[CH3:24])[C:13]=2[C:14]#[N:15])[CH2:10][CH2:9][CH2:8]1>COCCOC>[NH3:15].[NH2:15][C:14]1[C:13]2[C:16](=[CH:17][C:18]([O:20][CH3:21])=[CH:19][C:12]=2[O:11][CH:7]2[CH2:8][CH2:9][CH2:10]2)[N:22]=[C:23]([N:25]2[CH2:31][CH2:30][CH2:29][N:28]([C:32]([N:34]3[CH2:35][CH2:36][O:37][CH2:38][CH2:39]3)=[O:33])[CH2:27][CH2:26]2)[CH:24]=1 |f:0.1|. Procedure: Potassium tert-butoxide (810 mg, 0.00725 mol) was added to a solution of 2-cyclobutyloxy-4-methoxy-6-{1-[4-(morpholinecarbonyl)-1,4-diazepan-1-yl]ethylidene-amino}benzonitrile (1.65 g, 0.00363 mol) in 1,2-dimethoxyethane (250 ml) and the reaction stirred at 90° C. under a nitrogen atmosphere for 1 hour. On cooling, the reaction mixture was washed with 1N aqueous citric acid solution (100 ml) and extracted with ethyl acetate (100 ml). The aqueous layer was then basified with 2N aqueous sodium hyd... The reactants are C(=O)([O-])[O-].[K+].[K+] (K2CO3), COC(\C=C\C1=CC=C(C=C1)C1=CC(=C(C=C1)O)C12CC3CC(CC(C1)C3)C2)=O ((E)-3-(3′-adamantan-1-yl-4′-hydroxybiphenyl-4-yl)-acrylic acid methyl ester), Cl.ClCCN1CCOCC1 (4-(2-Chloroethyl)-morpholine hydrochloride). The solvent is CN(C)C=O (DMF). Run at time 30 minute. Yields the product COC(\C=C\C1=CC=C(C=C1)C1=CC(=C(C=C1)OCCN1CCOCC1)C12CC3CC(CC(C1)C3)C2)=O ((E)-3-[3′-adamantan-1-yl-4′-(2-morpholin-4-yl-ethoxy)biphenyl-4-yl]-acrylic acid methyl ester). Isolated yield 60.1%. RXN SMILES: C([O-])([O-])=O.[K+].[K+].[CH3:7][O:8][C:9](=[O:35])/[CH:10]=[CH:11]/[C:12]1[CH:17]=[CH:16][C:15]([C:18]2[CH:23]=[CH:22][C:21]([OH:24])=[C:20]([C:25]34[CH2:34][CH:29]5[CH2:30][CH:31]([CH2:33][CH:27]([CH2:28]5)[CH2:26]3)[CH2:32]4)[CH:19]=2)=[CH:14][CH:13]=1.Cl.Cl[CH2:38][CH2:39][N:40]1[CH2:45][CH2:44][O:43][CH2:42][CH2:41]1>CN(C=O)C>[CH3:7][O:8][C:9](=[O:35])/[CH:10]=[CH:11]/[C:12]1[CH:13]=[CH:14][C:15]([C:18]2[CH:23]=[CH:22][C:21]([O:24][CH2:38][CH2:39][N:40]3[CH2:45][CH2:44][O:43][CH2:42][CH2:41]3)=[C:20]([C:25]34[CH2:34][CH:29]5[CH2:30][CH:31]([CH2:33][CH:27]([CH2:28]5)[CH2:26]3)[CH2:32]4)[CH:19]=2)=[CH:16][CH:17]=1 |f:0.1.2,4.5|. Procedure details: K2CO3 (265 mg, 1.92 mmol) was added to a solution of (E)-3-(3′-adamantan-1-yl-4′-hydroxybiphenyl-4-yl)-acrylic acid methyl ester (250 mg, 0.64 mmol) in DMF (2.5 ml) and the mixture was stirred at RT for 30 min. 4-(2-Chloroethyl)-morpholine hydrochloride (155 mg, 0.83 mmol) was added and the solution was heated to 60° C. for 14 h. The reaction was quenched by addition of water and was extracted with EtOAc. The organic layer was washed with a saturated solution of NaHCO3, water and brine, dried ov...